describe an organic reaction: reactants, conditions, products, and yield From a dataset of the Open Reaction Database (ORD), a public repository of structured organic reaction records. Reactants: BrC1=C(OC(C(=O)NC2=CC=C(C=C2)C(CC(=O)OCC)OC)C)C=CC(=C1)C(C)C (ethyl 3-{4-[2-(2-bromo-4-isopropylphenoxy)propionylamino]-phenyl}-3-methoxypropionate), Cl (HCl), O (water). Solvent: C(C)#N (acetonitrile), [OH-].[Na+] (NaOH). Conditions: time 10 minute. The product is BrC1=C(OC(C(=O)NC2=CC=C(C=C2)C(CC(=O)O)OC)C)C=CC(=C1)C(C)C (3-{4-[2-(2-bromo-4-isopropylphenoxy)propionylamino]phenyl}-3-methoxypropionic Acid). Yield: 49.0%. Reaction SMILES: [Br:1][C:2]1[CH:28]=[C:27]([CH:29]([CH3:31])[CH3:30])[CH:26]=[CH:25][C:3]=1[O:4][CH:5]([CH3:24])[C:6]([NH:8][C:9]1[CH:14]=[CH:13][C:12]([CH:15]([O:22][CH3:23])[CH2:16][C:17]([O:19]CC)=[O:18])=[CH:11][CH:10]=1)=[O:7].O.Cl>C(#N)C.[OH-].[Na+]>[Br:1][C:2]1[CH:28]=[C:27]([CH:29]([CH3:31])[CH3:30])[CH:26]=[CH:25][C:3]=1[O:4][CH:5]([CH3:24])[C:6]([NH:8][C:9]1[CH:10]=[CH:11][C:12]([CH:15]([O:22][CH3:23])[CH2:16][C:17]([OH:19])=[O:18])=[CH:13][CH:14]=1)=[O:7] |f:4.5|. Reported procedure: A solution of 331 mg of ethyl 3-{4-[2-(2-bromo-4-isopropylphenoxy)propionylamino]-phenyl}-3-methoxypropionate in 7 ml of acetonitrile and 7 ml of 1 N NaOH (aq) was stirred at room temperature for 20 h. The reaction mixture was admixed with water and adjusted to pH=1 with 1 N HCl (aq) and then extracted with ethyl acetate. The organic phase was dried over MgSO4, filtered and concentrated under high vacuum. The crude mixture was purified by means of preparative HPLC (Merck Hibar Purospher Star RP-... The reactants are CSCP(OCC)(OCC)=O (diethyl methylthiomethylphosphonate), C(CCC)C1=NC=2N(C(=C1)Cl)N=CC2 (5-n-butyl-7-chloropyrazolo[1,5-a]pyrimidine), C(CCC)[Li] (n-butyl lithium). The solvent is C1CCOC1 (THF), C(C)(=O)OCC (ethyl acetate), C1CCOC1 (THF), C1CCOC1 (THF). Reaction conditions: temperature -78 celsius, time 1 hour. Product: C(CCC)C1=NC=2N(C(=C1)CSCP(OCC)(OCC)=O)N=CC2 (diethyl (5-n-butylpyrazolo[1,5-a]pyrimidin-7-yl)methylthiomethylphosphonate). Yield: 66.6%. Reaction SMILES: C([Li])CCC.[CH3:6][S:7][CH2:8][P:9](=[O:16])([O:13][CH2:14][CH3:15])[O:10][CH2:11][CH3:12].[CH2:17]([C:21]1[CH:26]=[C:25](Cl)[N:24]2[N:28]=[CH:29][CH:30]=[C:23]2[N:22]=1)[CH2:18][CH2:19][CH3:20]>C1COCC1.C(OCC)(=O)C>[CH2:17]([C:21]1[CH:26]=[C:25]([CH2:6][S:7][CH2:8][P:9](=[O:16])([O:13][CH2:14][CH3:15])[O:10][CH2:11][CH3:12])[N:24]2[N:28]=[CH:29][CH:30]=[C:23]2[N:22]=1)[CH2:18][CH2:19][CH3:20]. Procedure details: 30.7 ml of n-butyl lithium (1.63 M, n-hexane solution) was diluted with 35 ml of THF, and the diluted solution was cooled to −78° C. in an atmosphere of argon. Thereto was added a solution of 10.4 g of diethyl methylthiomethylphosphonate in 10 ml of THF, followed by stirring at −78° C. for 1 hour. Thereto was added dropwise a solution of 5 g of 5-n-butyl-7-chloropyrazolo[1,5-a]pyrimidine in 5 ml of THF, followed by stirring at −78° C. for 1 hour. The reaction mixture was diluted with ethyl aceta... Starting materials: Cn1nc(S(C)(=O)=O)nc1-c1ccc(OCC(O)CN(CCOc2ccc(O)c(C(N)=O)c2)Cc2ccccc2)cc1, C1COCCO1. Product: Cn1nc(S(C)(=O)=O)nc1-c1ccc(OCC(O)CNCCOc2ccc(O)c(C(N)=O)c2)cc1. Reaction SMILES: [CH2:1]([c:2]1[cH:3][cH:4][cH:5][cH:6][cH:7]1)[N:8]([CH2:9][CH:10]([CH2:11][O:12][c:13]1[cH:14][cH:15][c:16](-[c:19]2[n:20][c:21]([S:25](=[O:26])(=[O:27])[CH3:28])[n:22][n:23]2[CH3:24])[cH:17][cH:18]1)[OH:29])[CH2:30][CH2:31][O:32][c:33]1[cH:34][c:35]([C:40]([NH2:41])=[O:42])[c:36]([OH:39])[cH:37][cH:38]1.[O:43]1[CH2:44][CH2:45][O:46][CH2:47][CH2:48]1>>[NH:8]([CH2:9][CH:10]([CH2:11][O:12][c:13]1[cH:14][cH:15][c:16](-[c:19]2[n:20][c:21]([S:25](=[O:26])(=[O:27])[CH3:28])[n:22][n:23]2[CH3:24])[cH:17][cH:18]1)[OH:29])[CH2:30][CH2:31][O:32][c:33]1[cH:34][c:35]([C:40]([NH2:41])=[O:42])[c:36]([OH:39])[cH:37][cH:38]1.